This data is from the Open Reaction Database (ORD), a public repository of structured organic reaction records. The task is: describe an organic reaction: reactants, conditions, products, and yield The reactants are C(#N)C1=C(C=CC=C1)C1=CC=C(C=C1)CC(C(=O)OCC)C(CCC)=O (ethyl 2-[(2′-cyanobiphenyl-4-yl)methyl]-3-oxohexanoate), C1(CCC1)NC1=NN=C(N1)C (N-cyclobutyl-5-methyl-4H-1,2,4-triazol-3-amine). Reaction conditions: temperature 250 celsius, time 15 minute. The product is C1(CCC1)N1C=2N(C(=C(C1=O)CC1=CC=C(C=C1)C=1C(=CC=CC1)C#N)CCC)N=C(N2)C (4′-[(4-cyclobutyl-2-methyl-5-oxo-7-propyl-4,5-dihydro[1,2,4]triazolo[1,5-a]pyrimidin-6-yl)methyl]biphenyl-2-carbonitrile). Isolated yield 54.8%. Reaction SMILES: [C:1]([C:3]1[CH:8]=[CH:7][CH:6]=[CH:5][C:4]=1[C:9]1[CH:14]=[CH:13][C:12]([CH2:15][CH:16]([C:22](=O)[CH2:23][CH2:24][CH3:25])[C:17](OCC)=[O:18])=[CH:11][CH:10]=1)#[N:2].[CH:27]1([NH:31][C:32]2[NH:36][C:35]([CH3:37])=[N:34][N:33]=2)[CH2:30][CH2:29][CH2:28]1>>[CH:27]1([N:31]2[C:17](=[O:18])[C:16]([CH2:15][C:12]3[CH:13]=[CH:14][C:9]([C:4]4[C:3]([C:1]#[N:2])=[CH:8][CH:7]=[CH:6][CH:5]=4)=[CH:10][CH:11]=3)=[C:22]([CH2:23][CH2:24][CH3:25])[N:33]3[N:34]=[C:35]([CH3:37])[N:36]=[C:32]23)[CH2:28][CH2:29][CH2:30]1. Procedure: A mixture of ethyl 2-[(2′-cyanobiphenyl-4-yl)methyl]-3-oxohexanoate (1.8 g) and N-cyclobutyl-5-methyl-4H-1,2,4-triazol-3-amine (0.4 g) was stirred at 250° C. for 15 min under microwave irradiation. The obtained reaction mixture was purified by silica gel column chromatography to give the title compound as a colorless solid (0.63 g, 52%). Starting materials: C1CCOC1, CCCC(C)(C)c1ccc(C(=O)NCCc2cccc(C(F)(F)F)c2)cc1, Cl, [Na+], [OH-]. Product: CCCC(C)(C)c1ccc(CNCCc2cccc(C(F)(F)F)c2)cc1. As a reaction SMILES: [CH2:31]1[O:32][CH2:33][CH2:34][CH2:35]1.[CH3:1][C:2]([CH2:3][CH2:4][CH3:5])([CH3:6])[c:7]1[cH:8][cH:9][c:10]([C:11](=[O:12])[NH:13][CH2:14][CH2:15][c:16]2[cH:17][c:18]([C:22]([F:23])([F:24])[F:25])[cH:19][cH:20][cH:21]2)[cH:26][cH:27]1.[ClH:28].[Na+:30].[OH-:29]>>[CH3:1][C:2]([CH2:3][CH2:4][CH3:5])([CH3:6])[c:7]1[cH:8][cH:9][c:10]([CH2:11][NH:13][CH2:14][CH2:15][c:16]2[cH:17][c:18]([C:22]([F:23])([F:24])[F:25])[cH:19][cH:20][cH:21]2)[cH:26][cH:27]1. The product is CCNC(=O)Nc1ccc(-c2nc(C(=O)N(C)C)c(C(=O)O)s2)cn1. RXN SMILES: [CH3:1][N:2]([C:3](=[O:4])[c:5]1[n:6][c:7](-[c:15]2[cH:16][n:17][c:18]([NH:21][C:22](=[O:23])[NH:24][CH2:25][CH3:26])[cH:19][cH:20]2)[s:8][c:9]1[C:10](=[O:11])[O:12][CH2:13][CH3:14])[CH3:27].[CH3:30][OH:31].[Li+:28].[OH-:29]>>[CH3:1][N:2]([C:3](=[O:4])[c:5]1[n:6][c:7](-[c:15]2[cH:16][n:17][c:18]([NH:21][C:22](=[O:23])[NH:24][CH2:25][CH3:26])[cH:19][cH:20]2)[s:8][c:9]1[C:10](=[O:11])[OH:12])[CH3:27]. Reactants: CCNC(=O)Nc1ccc(-c2nc(C(=O)N(C)C)c(C(=O)OCC)s2)cn1, CO, [Li+], [OH-].